This data is from the Open Reaction Database (ORD), a public repository of structured organic reaction records. The task is: describe an organic reaction: reactants, conditions, products, and yield Reactants: C(C1=CC=CC=C1)(=O)C1=C(C2=C(S1)C=CC=C2)O (2-benzoylbenzo[b]-thiophen-3-ol), N (ammonia), ethanol, N (ammonia). Solvent: O (water). Reaction conditions: temperature 120 celsius. Product: N\C(=C\1/C(C2=C(S1)C=CC=C2)=O)\C2=CC=CC=C2 ((E)-2-[(Amino)phenylmethylene]-benzo[b]thiophen-3(2H)-one). RXN SMILES: [C:1]([C:9]1[S:13][C:12]2[CH:14]=[CH:15][CH:16]=[CH:17][C:11]=2[C:10]=1[OH:18])(=O)[C:2]1[CH:7]=[CH:6][CH:5]=[CH:4][CH:3]=1.[NH3:19]>O>[NH2:19]/[C:1](/[C:2]1[CH:7]=[CH:6][CH:5]=[CH:4][CH:3]=1)=[C:9]1\[C:10](=[O:18])[C:11]2[CH:17]=[CH:16][CH:15]=[CH:14][C:12]=2[S:13]\1. Reported procedure: A mixture of 10.0 gm (0.0393 mol) of 2-benzoylbenzo[b]-thiophen-3-ol, 60 cc of concentrated aqueous ammonia and 250 cc of ethanol was heated for 20 hours at a temperature of 120° C. after introducing 5 bar of ammonia gas into the vessel. After cooling, the mixture was stirred into 1.5 liters of water, the precipitated pale yellow reaction product was filtered off with suction, washed thoroughly several times with 50 cc each of water and dried in the air. 4.23 gm (42% of theory) of yellow crystal... Run at time 3 hour. The solvent is CO (methanol). Reactants: [Si](C)(C)(C(C)(C)C)OCC=1C=C(C=O)C=CC1Cl (3-({[tert-butyl(dimethyl)silyl]oxy}methyl)-4-chlorobenzaldehyde), CCCCCCCCCCN (Amine 10), [BH4-].[Na+] (sodium borohydride). Yields the product [Si](C)(C)(C(C)(C)C)OCC=1C=C(C=CC1Cl)CO ([3-({[tert-Butyl(dimethyl)silyl]oxy}methyl)-4-chlorophenyl]methanol). Reaction SMILES: [Si:1]([O:8][CH2:9][C:10]1[CH:11]=[C:12]([CH:15]=[CH:16][C:17]=1[Cl:18])[CH:13]=[O:14])([C:4]([CH3:7])([CH3:6])[CH3:5])([CH3:3])[CH3:2].CCCCCCCCCCN.[BH4-].[Na+]>CO>[Si:1]([O:8][CH2:9][C:10]1[CH:11]=[C:12]([CH2:13][OH:14])[CH:15]=[CH:16][C:17]=1[Cl:18])([C:4]([CH3:7])([CH3:6])[CH3:5])([CH3:3])[CH3:2] |f:2.3|. Procedure details: To a solution of 3-({[tert-butyl(dimethyl)silyl]oxy}methyl)-4-chlorobenzaldehyde from step 3 of Amine 10 synthesis (1 eq.) in methanol (0.14 M) was added sodium borohydride (5 eq.). The resulting mixture was stirred at RT 3 h. The reaction was quenched by the addition of sat. aq. NH4Cl and then extracted with EtOAc. The combined organic extracts were washed with sat. aq. NaHCO3, dried over MgSO4 and filtered. Concentration of the filtrate in vacuo afforded an colorless oil. Purification of the c... Starting materials: NC=1C=CC=C2C=CC=NC12 (8-aminoquinoline), CS(=O)(=O)Cl (methylsulfonyl chloride). Run in N1=CC=CC=C1 (pyridine). Yields the product CS(=O)(=O)NC=1C=CC=C2C=CC=NC12 (8-(methylsulfonamido)quinoline). The yield is 92.2%. RXN SMILES: [NH2:1][C:2]1[CH:3]=[CH:4][CH:5]=[C:6]2[C:11]=1[N:10]=[CH:9][CH:8]=[CH:7]2.[CH3:12][S:13](Cl)(=[O:15])=[O:14]>N1C=CC=CC=1>[CH3:12][S:13]([NH:1][C:2]1[CH:3]=[CH:4][CH:5]=[C:6]2[C:11]=1[N:10]=[CH:9][CH:8]=[CH:7]2)(=[O:15])=[O:14]. Reported procedure: The reaction of 5.0 g (0.0347 mole) of 8-aminoquinoline with 3.97 g (0.0347 mole) of methylsulfonyl chloride was carried out in 10 ml of pyridine at room temperature. After 2 hours from the start of the reaction, the reaction mixture was washed with water, extracted with diethyl ether, purified by column chromatography and concentrated to give 10.32 g (0.032 mole, 92%) of 8-(methylsulfonamido)quinoline. Then, 5.0 g (0.016 mole) of the 8-(methylsulfonamido)quinoline, 3.07 g (0.023 mole) of zinc c... Starting materials: CC=1C=CC(=C(C(=O)O)C1)N1N=CC=N1 (5-methyl-2-(2H-1,2,3-triazol-2-yl)benzoic acid), CC=1C=NNC1 (4-methyl-1H-pyrazole). The product is CC=1C=CC(=C(C(=O)O)C1)N1N=CC(=C1)C (5-Methyl-2-(4-methyl-1H-pyrazol-1-yl)benzoic acid). As a reaction SMILES: [CH3:1][C:2]1[CH:3]=[CH:4][C:5](N2N=CC=N2)=[C:6]([CH:10]=1)[C:7]([OH:9])=[O:8].[CH3:16][C:17]1[CH:18]=[N:19][NH:20][CH:21]=1>>[CH3:1][C:2]1[CH:3]=[CH:4][C:5]([N:19]2[CH:18]=[C:17]([CH3:16])[CH:21]=[N:20]2)=[C:6]([CH:10]=1)[C:7]([OH:9])=[O:8]. Procedure details: The title compound was prepared following the same general protocol as described for 5-methyl-2-(2H-1,2,3-triazol-2-yl)benzoic acid in Example A11 using 4-methyl-1H-pyrazole. MS (ESI) 217 (M+H).